This data is from the Open Reaction Database (ORD), a public repository of structured organic reaction records. The task is: describe an organic reaction: reactants, conditions, products, and yield Starting materials: FC(C=1C=C(CNC(C(=O)O)C2=CN(C3=CC=CC=C23)CC2=CC=CC=C2)C=CC1)(F)F (α-[3-(trifluoromethyl)benzylamino]-1-benzylindole 3-acetic acid), [OH-].[Na+] (NaOH). The solvent is CO (MeOH). Product: 2.70, FC(C=1C=C(CNC(C(=O)[O-])C2=CN(C3=CC=CC=C23)CC2=CC=CC=C2)C=CC1)(F)F.[Na+] (Sodium α-[3-(trifluoromethyl)benzylamino]-1-benzylindole-3-acetate). The yield is 86.0%. RXN SMILES: [F:1][C:2]([F:32])([F:31])[C:3]1[CH:4]=[C:5]([CH:28]=[CH:29][CH:30]=1)[CH2:6][NH:7][CH:8]([C:12]1[C:20]2[C:15](=[CH:16][CH:17]=[CH:18][CH:19]=2)[N:14]([CH2:21][C:22]2[CH:27]=[CH:26][CH:25]=[CH:24][CH:23]=2)[CH:13]=1)[C:9]([OH:11])=[O:10].[OH-].[Na+:34]>CO>[F:32][C:2]([F:1])([F:31])[C:3]1[CH:4]=[C:5]([CH:28]=[CH:29][CH:30]=1)[CH2:6][NH:7][CH:8]([C:12]1[C:20]2[C:15](=[CH:16][CH:17]=[CH:18][CH:19]=2)[N:14]([CH2:21][C:22]2[CH:27]=[CH:26][CH:25]=[CH:24][CH:23]=2)[CH:13]=1)[C:9]([O-:11])=[O:10].[Na+:34] |f:1.2,4.5|. Reported procedure: A mixture of 3 g (6.84 mmoles) of α-[3-(trifluoromethyl)benzylamino]-1-benzylindole 3-acetic acid, 3.4 ml (6.80 mmoles) of 2N NaOH, and 100 ml of MeOH was warmed until a solution was obtained (one to two hours). The solvent was evaporated. The residue was dried in a vacuum oven at 66° for 70 hours giving 2.70 (86%) of the title compound as an orange solid, m.p. 210°-215°. The reactants are Cc1oc(-c2ccc([N+](=O)[O-])cc2)nc1-c1ccccc1, CC(=O)O, [Zn]. Product: Cc1oc(-c2ccc(N)cc2)nc1-c1ccccc1. As a reaction SMILES: [CH3:1][c:2]1[c:3](-[c:16]2[cH:17][cH:18][cH:19][cH:20][cH:21]2)[n:4][c:5](-[c:7]2[cH:8][cH:9][c:10]([N+:13]([O-:14])=[O:15])[cH:11][cH:12]2)[o:6]1.[CH3:22][C:23](=[O:24])[OH:25].[Zn:26]>>[CH3:1][c:2]1[c:3](-[c:16]2[cH:17][cH:18][cH:19][cH:20][cH:21]2)[n:4][c:5](-[c:7]2[cH:8][cH:9][c:10]([NH2:13])[cH:11][cH:12]2)[o:6]1. Reactants: CC[SiH](CC)CC, CC1(C)C(O)c2cc(C#N)ccc2NC1c1cccc([N+](=O)[O-])c1, O=C(O)C(F)(F)F. Product: CC1(C)Cc2cc(C#N)ccc2NC1c1cccc([N+](=O)[O-])c1. As a reaction SMILES: [CH2:32]([SiH:33]([CH2:34][CH3:35])[CH2:36][CH3:37])[CH3:38].[OH:1][CH:2]1[C:3]([CH3:23])([CH3:24])[CH:4]([c:14]2[cH:15][c:16]([N+:20](=[O:21])[O-:22])[cH:17][cH:18][cH:19]2)[NH:5][c:6]2[cH:7][cH:8][c:9]([C:12]#[N:13])[cH:10][c:11]21.[OH:25][C:26]([C:27]([F:28])([F:29])[F:30])=[O:31]>>[CH2:2]1[C:3]([CH3:23])([CH3:24])[CH:4]([c:14]2[cH:15][c:16]([N+:20](=[O:21])[O-:22])[cH:17][cH:18][cH:19]2)[NH:5][c:6]2[cH:7][cH:8][c:9]([C:12]#[N:13])[cH:10][c:11]21. The reactants are O=Cc1ccc(O)c(Br)c1, CC(=O)O, O=N[O-], [Na+], O, O=[N+]([O-])O. The product is O=Cc1cc(Br)c(O)c([N+](=O)[O-])c1. As a reaction SMILES: [Br:1][c:2]1[cH:3][c:4]([CH:5]=[O:6])[cH:7][cH:8][c:9]1[OH:10].[CH3:20][C:21](=[O:22])[OH:23].[N:15]([O-:16])=[O:17].[Na+:18].[OH2:19].[OH:11][N+:12]([O-:13])=[O:14]>>[Br:1][c:2]1[cH:3][c:4]([CH:5]=[O:6])[cH:7][c:8]([N+:12](=[O:11])[O-:13])[c:9]1[OH:10]. The reactants are C(C)(=O)OCC (Ethyl acetate), COC=1C=C2C(=CC=NC2=CC1OC)OC1=C(C=O)C=C(C=C1)C (2-[(6,7-Dimethoxy-4-quinolyl)oxy]-5-methylbenzaldehyde), CO (methanol), [BH4-].[Na+] (sodium borohydride), N1CCCCC1 (Piperidine). The product is COC=1C=C2C(=CC=NC2=CC1OC)OC1=C(C=C(C=C1)C)CN1CCCCC1 (6,7-Dimethoxy-4-[4-methyl-2-(piperidinomethyl)phenoxy]-quinoline). RXN SMILES: CO[C:3]1[CH:4]=[C:5]2[C:10](=[CH:11][C:12]=1[O:13][CH3:14])[N:9]=[CH:8][CH:7]=[C:6]2[O:15][C:16]1[CH:23]=[CH:22][C:21]([CH3:24])=[CH:20][C:17]=1[CH:18]=O.[NH:25]1[CH2:30][CH2:29][CH2:28][CH2:27][CH2:26]1.[BH4-].[Na+].C(OCC)(=O)C.[CH3:39][OH:40]>O>[CH3:39][O:40][C:3]1[CH:4]=[C:5]2[C:10](=[CH:11][C:12]=1[O:13][CH3:14])[N:9]=[CH:8][CH:7]=[C:6]2[O:15][C:16]1[CH:23]=[CH:22][C:21]([CH3:24])=[CH:20][C:17]=1[CH2:18][N:25]1[CH2:30][CH2:29][CH2:28][CH2:27][CH2:26]1 |f:2.3|. Procedure details: 2-[(6,7-Dimethoxy-4-quinolyl)oxy]-5-methylbenzaldehyde (88.6 mg) was dissolved in methanol (5 ml). Piperidine (250 mg) was then added to the solution, and the mixture was stirred at room temperature for 10 min. Further, sodium borohydride (17.5 mg) was added thereto, and the mixture was stirred at room temperature for 20 min. Ethyl acetate and water were added to the reaction solution, and the mixture was extracted with ethyl acetate. The ethyl acetate layer was then washed with saturated brine ... Run in O (water). Run at time 10 minute. The yield is 66.0%. Reactants: Cl (hydrochloric acid), Cl (HCl), CC1=NC(=C(C(=N1)C)C(=O)OC)C (Methyl 2,4,6-trimethylpyrimidine-5-carboxylate), CO (methanol), [OH-].[Na+] (sodium hydroxide). Solvent: O (water). Reaction conditions: temperature 50 celsius, time 1.5 hour. Yields the product CC1=NC(=C(C(=N1)C)C(=O)O)C (2,4,6-Trimethylpyrimidine-5-Carboxylic Acid). RXN SMILES: [CH3:1][C:2]1[N:7]=[C:6]([CH3:8])[C:5]([C:9]([O:11]C)=[O:10])=[C:4]([CH3:13])[N:3]=1.CO.[OH-].[Na+].Cl>O>[CH3:1][C:2]1[N:7]=[C:6]([CH3:8])[C:5]([C:9]([OH:11])=[O:10])=[C:4]([CH3:13])[N:3]=1 |f:2.3|. Reported procedure: Methyl 2,4,6-trimethylpyrimidine-5-carboxylate (27 g), methanol (27 ml) and water (27 ml) were charged. 25% sodium hydroxide solution (25 ml) was charged and the batch warmed to 50° C. for 90 minutes. The batch was cooled to between −5 and 0° C. and concentrated hydrochloric acid was charged slowly, keeping the temperature within the range of −5 to +5° C. until a pH of 1.5 was reached (22.5 ml conc. HCl used). The batch was agitated for-about 1.5 hours at about 2.7° C. The solid product was reco...